From a dataset of the Open Reaction Database (ORD), a public repository of structured organic reaction records. describe an organic reaction: reactants, conditions, products, and yield The reactants are [OH-].[Na+] (sodium hydroxide), FC1=CC=C(C=C1)C(CCCN1CCC(CC1)N1C(NC2=C1C=CC=C2)=O)O (1-(p-fluorophenyl)-4-[4-(2-oxo-1-benzimidazolinyl)piperidino]-1-butanol), CC(=O)C (acetone), [Cr](=O)(=O)(O)O (chromic acid). Run in O (water). The product is O=C1NC2=C(N1C1CCN(CC1)CCCC(=O)C1=CC=C(C=C1)F)C=CC=C2 (γ-[4-(2-oxo-1-benzimidazolinyl)-piperidino]-p-fluorobutyrophenone). RXN SMILES: [F:1][C:2]1[CH:7]=[CH:6][C:5]([CH:8]([OH:28])[CH2:9][CH2:10][CH2:11][N:12]2[CH2:17][CH2:16][CH:15]([N:18]3[C:22]4[CH:23]=[CH:24][CH:25]=[CH:26][C:21]=4[NH:20][C:19]3=[O:27])[CH2:14][CH2:13]2)=[CH:4][CH:3]=1.CC(C)=O.[Cr](O)(O)(=O)=O.[OH-].[Na+]>O>[O:27]=[C:19]1[N:18]([CH:15]2[CH2:16][CH2:17][N:12]([CH2:11][CH2:10][CH2:9][C:8]([C:5]3[CH:4]=[CH:3][C:2]([F:1])=[CH:7][CH:6]=3)=[O:28])[CH2:13][CH2:14]2)[C:22]2[CH:23]=[CH:24][CH:25]=[CH:26][C:21]=2[NH:20]1 |f:3.4|. Reported procedure: To a stirred mixture of 4 g of 1-(p-fluorophenyl)-4-[4-(2-oxo-1-benzimidazolinyl)piperidino]-1-butanol and 100 ml of acetone was added dropwise a chromic acid solution (prepared from 2 g of chromic anhydride, 5 ml of water and 2 ml of sulfuric acid) under cooling with ice. The mixture was stirred over night at room temperature, poured into 600 ml of cold water and made alkaline by addition of a 10% aqueous sodium hydroxide solution. The basic material which was separated was extracted twice with... Starting materials: ClC1=CC=C(C=C1)OC(N(C)C1=CC=C(C=C1)OCCCCBr)=O ([4-(4-Bromo-butoxy)-phenyl]-methyl-carbamic acid 4-chloro-phenyl ester), C(C)NCCO (2-ethylaminoethanol). The product is ClC1=CC=C(C=C1)OC(N(C)C1=CC=C(C=C1)OCCCCN(CCO)CC)=O ((4-{4-[Ethyl-(2-hydroxy-ethyl)-amino]-butoxy}-phenyl)-methyl-carbamic acid 4-chloro-phenyl ester). Reaction SMILES: [Cl:1][C:2]1[CH:7]=[CH:6][C:5]([O:8][C:9](=[O:24])[N:10]([C:12]2[CH:17]=[CH:16][C:15]([O:18][CH2:19][CH2:20][CH2:21][CH2:22]Br)=[CH:14][CH:13]=2)[CH3:11])=[CH:4][CH:3]=1.[CH2:25]([NH:27][CH2:28][CH2:29][OH:30])[CH3:26]>>[Cl:1][C:2]1[CH:7]=[CH:6][C:5]([O:8][C:9](=[O:24])[N:10]([C:12]2[CH:17]=[CH:16][C:15]([O:18][CH2:19][CH2:20][CH2:21][CH2:22][N:27]([CH2:25][CH3:26])[CH2:28][CH2:29][OH:30])=[CH:14][CH:13]=2)[CH3:11])=[CH:4][CH:3]=1. Procedure details: In analogy to example 17.1, reaction of [4-(4-Bromo-butoxy)-phenyl]-methyl-carbamic acid 4-chloro-phenyl ester with 2-ethylaminoethanol yielded (4-{4-[Ethyl-(2-hydroxy-ethyl)-amino]-butoxy}-phenyl)-methyl-carbamic acid 4-chloro-phenyl ester, MS: 421 (MH+). The reactants are CC=1C(=C(C=CC1)O)[N+](=O)[O-] (3-methyl-2-nitrophenol), O1CCOCC1 (p-dioxane), [OH-].[Na+] (sodium hydroxide), ice, FC(Cl)F (difluorochloromethane), [OH-].[Na+] (sodium hydroxide), FC(Cl)F (difluorochloromethane). Solvent: O (water), O (water). Run at time 8 hour. Product: FC(OC1=C(C(=CC=C1)C)[N+](=O)[O-])F (2-(Difluoromethoxy)-6-methyl-nitrobenzene). RXN SMILES: [CH3:1][C:2]1[C:3]([N+:9]([O-:11])=[O:10])=[C:4]([OH:8])[CH:5]=[CH:6][CH:7]=1.O1CCOCC1.[OH-].[Na+].[F:20][CH:21]([F:23])Cl>O>[F:20][CH:21]([F:23])[O:8][C:4]1[CH:5]=[CH:6][CH:7]=[C:2]([CH3:1])[C:3]=1[N+:9]([O-:11])=[O:10] |f:2.3|. Reported procedure: To a mixture of 43.0 g of 3-methyl-2-nitrophenol, 250 ml of p-dioxane, 150 ml of water, and 75 ml of 50% sodium hydroxide solution at 70° C. was added gaseous difluorochloromethane at a steady rate. The pH of the reaction was checked periodically. If the pH became acidic, 30 to 40 ml of 50% sodium hydroxide solution was added. After six hours of heating, the flow of the difluorochloromethane was halted and the reaction allowed to cool to room temperature. After standing overnight the reaction so... Reactants: CCOC(=O)C(=O)CBr, CN(C)C=O, [H-], c1ccc2c(c1)CCCCN2, [Na+]. Product: CCOC(=O)C(=O)CN1CCCCc2ccccc21. RXN SMILES: [Br:14][CH2:15][C:16]([C:17](=[O:18])[O:19][CH2:20][CH3:21])=[O:22].[CH3:23][N:24]([CH3:25])[CH:26]=[O:27].[H-:12].[NH:1]1[c:2]2[c:3]([cH:8][cH:9][cH:10][cH:11]2)[CH2:4][CH2:5][CH2:6][CH2:7]1.[Na+:13]>>[N:1]1([CH2:15][C:16]([C:17](=[O:18])[O:19][CH2:20][CH3:21])=[O:22])[c:2]2[c:3]([cH:8][cH:9][cH:10][cH:11]2)[CH2:4][CH2:5][CH2:6][CH2:7]1. Reactants: O=C(O)C(F)(F)F, O=C=Nc1ccc2c(c1)OCO2, NC1CCC(N2CC(NC(=O)CNC(=O)c3cccc(C(F)(F)F)c3)C2)CC1, CN(C)C=O. Yields the product O=C(CNC(=O)c1cccc(C(F)(F)F)c1)NC1CN(C2CCC(NC(=O)Nc3ccc4c(c3)OCO4)CC2)C1. RXN SMILES: [F:41][C:42]([F:43])([F:44])[C:45]([OH:46])=[O:47].[N:1](=[C:2]=[O:3])[c:4]1[cH:5][c:6]2[c:7]([cH:11][cH:12]1)[O:8][CH2:9][O:10]2.[NH2:13][CH:14]1[CH2:15][CH2:16][CH:17]([N:20]2[CH2:21][CH:22]([NH:24][C:25](=[O:26])[CH2:27][NH:28][C:29]([c:30]3[cH:31][c:32]([C:36]([F:37])([F:38])[F:39])[cH:33][cH:34][cH:35]3)=[O:40])[CH2:23]2)[CH2:18][CH2:19]1.[O:48]=[CH:49][N:50]([CH3:51])[CH3:52]>>[NH:1]([C:2](=[O:3])[NH:13][CH:14]1[CH2:15][CH2:16][CH:17]([N:20]2[CH2:21][CH:22]([NH:24][C:25](=[O:26])[CH2:27][NH:28][C:29]([c:30]3[cH:31][c:32]([C:36]([F:37])([F:38])[F:39])[cH:33][cH:34][cH:35]3)=[O:40])[CH2:23]2)[CH2:18][CH2:19]1)[c:4]1[cH:5][c:6]2[c:7]([cH:11][cH:12]1)[O:8][CH2:9][O:10]2. Reactants: C(C1=CC=CC=C1)OC(=O)N1CCC(CC1)C=1OC(NN1)(C)OCC (1-benzyloxycarbonyl-4-(5-ethoxy-5-methyl-1,3,4-oxadiazolin-2-yl)piperidine), N1=CC=CC=C1 (pyridine). Solvent: C1(=CC=CC=C1)C (toluene). Yields the product C(C1=CC=CC=C1)OC(=O)N1CCC(CC1)C=1OC(=NN1)C (1-Benzyloxycarbonyl-4-(5-methyl-1,3,4-oxadiazol-2-yl)piperidine). Isolated yield 82.4%. Reaction SMILES: [CH2:1]([O:8][C:9]([N:11]1[CH2:16][CH2:15][CH:14]([C:17]2[O:18][C:19](OCC)([CH3:22])[NH:20][N:21]=2)[CH2:13][CH2:12]1)=[O:10])[C:2]1[CH:7]=[CH:6][CH:5]=[CH:4][CH:3]=1.N1C=CC=CC=1>C1(C)C=CC=CC=1>[CH2:1]([O:8][C:9]([N:11]1[CH2:12][CH2:13][CH:14]([C:17]2[O:18][C:19]([CH3:22])=[N:20][N:21]=2)[CH2:15][CH2:16]1)=[O:10])[C:2]1[CH:3]=[CH:4][CH:5]=[CH:6][CH:7]=1. Procedure: A solution of 1-benzyloxycarbonyl-4-(5-ethoxy-5-methyl-1,3,4-oxadiazolin-2-yl)piperidine (200 mg) in toluene (5 mL) containing pyridine (0.25 mL) was heated under reflux for 20 hours. The mixture was cooled to room temperature, and the solvent was evaporated. The residue was purified by chromatography, eluting with chloroform:methanol:ammoniumhydroxide (98:2:1), to give the 1,3,4-oxadiazole derivative (0.143 g) as a clear oil; NMR (CDCl3): 7.35 (m, 5), 5.13 (s, 2), 4.16 (broad d, 2, J=12.8), 3.0... The reactants are C(C1=CC=CC=C1)OC1=C(C=C2C(=C(C=NC2=C1)C1CC1)OC1=CC=C(C=C1)NC(C1=CC=CC=C1)=O)OC (N-[4-(7-benzyloxy-3-cyclopropyl-6-methoxy-quinolin-4-yloxy)-phenyl]-benzamide). The solvent is C(=O)(C(F)(F)F)O (TFA), C1(=CC=CC=C1)SC (thioanisole). Product: C(C1=CC=CC=C1)(=O)NC1=CC=C(OC2=C(C=NC3=CC(=C(C=C23)OC)O)C2CC2)C=C1 (4-(4-Benzoylamino-phenoxy)-3-cyclopropyl-6-methoxy-quinolin-7-ol). As a reaction SMILES: C([O:8][C:9]1[CH:18]=[C:17]2[C:12]([C:13]([O:22][C:23]3[CH:28]=[CH:27][C:26]([NH:29][C:30](=[O:37])[C:31]4[CH:36]=[CH:35][CH:34]=[CH:33][CH:32]=4)=[CH:25][CH:24]=3)=[C:14]([CH:19]3[CH2:21][CH2:20]3)[CH:15]=[N:16]2)=[CH:11][C:10]=1[O:38][CH3:39])C1C=CC=CC=1>C(O)(C(F)(F)F)=O.C1(SC)C=CC=CC=1>[C:30]([NH:29][C:26]1[CH:27]=[CH:28][C:23]([O:22][C:13]2[C:12]3[C:17](=[CH:18][C:9]([OH:8])=[C:10]([O:38][CH3:39])[CH:11]=3)[N:16]=[CH:15][C:14]=2[CH:19]2[CH2:21][CH2:20]2)=[CH:24][CH:25]=1)(=[O:37])[C:31]1[CH:32]=[CH:33][CH:34]=[CH:35][CH:36]=1. Procedure details: A mixture of N-[4-(7-benzyloxy-3-cyclopropyl-6-methoxy-quinolin-4-yloxy)-phenyl]-benzamide (50 mg, 0.097 mmol) in TFA (750 μl) and thioanisole (90 μl) was refluxed for 1 hour, cooled and concentrated under high vacuum to use crude in the next stage.